From a dataset of the Open Reaction Database (ORD), a public repository of structured organic reaction records. describe an organic reaction: reactants, conditions, products, and yield The reactants are ON=C(C(=O)C1=CC=CC=C1)C (2-hydroxyiminopropiophenone), C(=S)(N)NN (thiosemicarbazine), O (water). The solvent is C(C)(=O)O (acetic acid). Reaction conditions: temperature 60 celsius. Yields the product ON=C(C(C1=CC=CC=C1)=NNC(=S)N)C (2-hydroxyiminopropiophenone thiosemicarbazone). Isolated yield 86.6%. As a reaction SMILES: [OH:1][N:2]=[C:3]([CH3:12])[C:4]([C:6]1[CH:11]=[CH:10][CH:9]=[CH:8][CH:7]=1)=O.[C:13]([NH:16][NH2:17])([NH2:15])=[S:14].O>C(O)(=O)C>[OH:1][N:2]=[C:3]([CH3:12])[C:4](=[N:17][NH:16][C:13]([NH2:15])=[S:14])[C:6]1[CH:11]=[CH:10][CH:9]=[CH:8][CH:7]=1. Reported procedure: A mixture of 2-hydroxyiminopropiophenone (150 g) and thiosemicarbazine (90 g) in acetic acid (500 ml) was heated at 60° C. for 60 hours with stirring. After cooling, water was added to the reaction mixture. The resultant precipitates were collected by filtration, washed successively with water, methanol and diisopropyl ether, and dried to give 2-hydroxyiminopropiophenone thiosemicarbazone (188.2 g). Reactants: CC(C)(C)OC(=O)N1CC(O)CC1C(=O)O, CI, [K+], [K+], O=C([O-])[O-], CN(C)C=O. Reaction SMILES: [C:1](=[O:2])([O:3][C:4]([CH3:5])([CH3:6])[CH3:7])[N:8]1[CH:9]([C:10](=[O:11])[OH:12])[CH2:13][CH:14]([OH:16])[CH2:15]1.[CH3:23][I:24].[K+:17].[K+:18].[O-:19][C:20]([O-:21])=[O:22].[O:25]=[CH:26][N:27]([CH3:28])[CH3:29]>>[C:1](=[O:2])([O:3][C:4]([CH3:5])([CH3:6])[CH3:7])[N:8]1[CH:9]([C:10](=[O:11])[O:12][CH3:20])[CH2:13][CH:14]([OH:16])[CH2:15]1. Yields the product COC(=O)C1CC(O)CN1C(=O)OC(C)(C)C. Starting materials: S(=O)(=O)(O)C1=CC=C([N+](=O)[O-])C=C1.C[S@@](=O)(=N)CCCOCC1=CC=CC=C1 ((S)-((3-(S-methylsulfonimidoyl)propoxy)methyl)benzene nosylate), C(=O)([O-])[O-].[Cs+].[Cs+] (Cs2CO3). Solvent: CC#N (CH3CN). Run at temperature 46 celsius, time 8 hour. The product is C[S@@](=O)(=N)CCCOCC1=CC=CC=C1 ((S)-((3-(S-Methylsulfonimidoyl)propoxy)methyl)benzene). The yield is 100.9%. Reaction SMILES: S(C1C=CC([N+]([O-])=O)=CC=1)(O)(=O)=O.[CH3:14][S@:15]([CH2:18][CH2:19][CH2:20][O:21][CH2:22][C:23]1[CH:28]=[CH:27][CH:26]=[CH:25][CH:24]=1)(=[NH:17])=[O:16].C([O-])([O-])=O.[Cs+].[Cs+]>CC#N>[CH3:14][S@:15]([CH2:18][CH2:19][CH2:20][O:21][CH2:22][C:23]1[CH:28]=[CH:27][CH:26]=[CH:25][CH:24]=1)(=[NH:17])=[O:16] |f:0.1,2.3.4|. Procedure: A mixture of (S)-((3-(S-methylsulfonimidoyl)propoxy)methyl)benzene nosylate (0.45 g, 1.09 mmol) and Cs2CO3 (0.64 g, 1.96 mmol) in CH3CN (10 mL) was stirred at 46° C. overnight, filtered, concentrated, and purified by chromatography (EtOAc/MeOH) to furnish the title compound (0.25 g, >99% ee). Starting materials: C=CCCCCCC (1-octene), C(C=C)(=O)O (acrylic acid), S(O)(O)(=O)=O (sulfuric acid). The product is C(C=C)(=O)OCCCCCCCC (Octyl Acrylate). RXN SMILES: [CH2:1]=[CH:2][CH2:3][CH2:4][CH2:5][CH2:6][CH2:7][CH3:8].[C:9]([OH:13])(=[O:12])[CH:10]=[CH2:11].S(=O)(=O)(O)O>>[C:9]([O:13][CH2:1][CH2:2][CH2:3][CH2:4][CH2:5][CH2:6][CH2:7][CH3:8])(=[O:12])[CH:10]=[CH2:11]. Reported procedure: To 1.00 g (0.00891 mole, 1 eq) of 1-octene heated to 50° C. was added a solution of 0.706 g (0.00980 mole, 1.1 eq) of acrylic acid and 2.00 g of a 96 wt-% solution of sulfuric acid (18 M, 0.0196 mole, 2.2 eq). After 15 minutes at 70° C. all the olefin was consumed but only 30% of the product was the desired acrylate. The reactants are FC(C1CO1)(F)F (1,1,1-trifluoro-2,3-epoxypropane), N1(CCNCC1)C(=O)OCC1=CC=CC=C1 (benzyl piperazine-1-carboxylate), FC(C1CO1)(F)F (1,1,1-trifluoro-2,3-epoxypropane). The solvent is CN1CCCC1 (N-methylpyrrolidine). Reaction conditions: temperature 80 celsius. The product is FC(C(CN1CCN(CC1)C(=O)OCC1=CC=CC=C1)O)(F)F (Benzyl 4-(3,3,3-trifluoro-2-hydroxypropyl)piperazine-1-carboxylate). As a reaction SMILES: [F:1][C:2]([F:7])([F:6])[CH:3]1[O:5][CH2:4]1.[N:8]1([C:14]([O:16][CH2:17][C:18]2[CH:23]=[CH:22][CH:21]=[CH:20][CH:19]=2)=[O:15])[CH2:13][CH2:12][NH:11][CH2:10][CH2:9]1>CN1CCCC1>[F:1][C:2]([F:7])([F:6])[CH:3]([OH:5])[CH2:4][N:11]1[CH2:10][CH2:9][N:8]([C:14]([O:16][CH2:17][C:18]2[CH:23]=[CH:22][CH:21]=[CH:20][CH:19]=2)=[O:15])[CH2:13][CH2:12]1. Procedure: 0.47 ml of 1,1,1-trifluoro-2,3-epoxypropane is added to a solution of 1 g of benzyl piperazine-1-carboxylate in 100 ml of N-methylpyrrolidine and it is heated at 80° C. for 12 hours. 0.05 ml of 1,1,1-trifluoro-2,3-epoxypropane is added and it is heated at 80° C. for 48 hours, The reaction mixture is extracted with DCM, the organic phase is washed with a 4% solution of LiCl in water, it is dried over MgSO4 and the solvent is evaporated under vacuum. The residue is purified by preparative HPLC and...